This data is from the Open Reaction Database (ORD), a public repository of structured organic reaction records. The task is: describe an organic reaction: reactants, conditions, products, and yield Product: CCOC(=O)CCCN1CCN(c2ncccn2)CC1. As a reaction SMILES: [Br:16][CH2:17][CH2:18][CH2:19][C:20](=[O:21])[O:22][CH2:23][CH3:24].[C:25](=[O:26])([O-:27])[O-:28].[ClH:1].[Na+:15].[Na+:29].[Na+:30].[OH-:14].[OH2:31].[n:2]1[c:3]([N:8]2[CH2:9][CH2:10][NH:11][CH2:12][CH2:13]2)[n:4][cH:5][cH:6][cH:7]1>>[n:2]1[c:3]([N:8]2[CH2:9][CH2:10][N:11]([CH2:17][CH2:18][CH2:19][C:20](=[O:21])[O:22][CH2:23][CH3:24])[CH2:12][CH2:13]2)[n:4][cH:5][cH:6][cH:7]1. Starting materials: CCOC(=O)CCCBr, O=C([O-])[O-], Cl, [Na+], [Na+], [Na+], [OH-], O, c1cnc(N2CCNCC2)nc1. The reactants are ClC1=NC2=C(N1C1=NC=NC(=C1)Cl)C=CC=C2 (2-Chloro-1-(6-chloro-pyrimidin-4-yl)-1H-benzoimidazole), N (Ammonia). Solvent: CC(C)O (2-propanol). Run at temperature 50 celsius. Yields the product ClC1=NC2=C(N1C1=CC(=NC=N1)N)C=CC=C2 (6-(2-Chloro-benzoimidazol-1-yl)-pyrimidin-4-ylamine). RXN SMILES: [Cl:1][C:2]1[N:6]([C:7]2[CH:12]=[C:11](Cl)[N:10]=[CH:9][N:8]=2)[C:5]2[CH:14]=[CH:15][CH:16]=[CH:17][C:4]=2[N:3]=1.[NH3:18]>CC(O)C>[Cl:1][C:2]1[N:6]([C:7]2[N:8]=[CH:9][N:10]=[C:11]([NH2:18])[CH:12]=2)[C:5]2[CH:14]=[CH:15][CH:16]=[CH:17][C:4]=2[N:3]=1. Reported procedure: A mixture of 2-Chloro-1-(6-chloro-pyrimidin-4-yl)-1H-benzoimidazole (500 mg, 1.89 mmol) and 10 mL 2 M Ammonia in 2-propanol is heated at 50° C. in a sealed tube for overnight. The reaction mixture is then cooled to room temperature, concentrated and treated with 10 mL H2O. The solid is collected by filtration and washed with water, dried to afford the title compound as a solid: 1H NMR 400 MHz (DMSO-d6) δ 8.50 (s, 1H), 7.72-7.67 (m, 1H), 7.60-7.55 (m, 1H), 7.44 (s, 2H), 7.37-7.31 (m, 2H), 6.71 (d... Starting materials: CCOC(=O)Cc1ccc(-c2ccc(C(C)(F)CNS(=O)(=O)C(C)C)cc2)cc1[N+](=O)[O-], CCO, Cl, [Na+], [OH-], O. The product is CC(C)S(=O)(=O)NCC(C)(F)c1ccc(-c2ccc(CC(=O)O)c([N+](=O)[O-])c2)cc1. Reaction SMILES: [CH2:1]([CH3:2])[O:3][C:4]([CH2:5][c:6]1[c:7]([N+:29](=[O:30])[O-:31])[cH:8][c:9](-[c:12]2[cH:13][cH:14][c:15]([C:18]([CH2:19][NH:20][S:21](=[O:22])(=[O:23])[CH:24]([CH3:25])[CH3:26])([CH3:27])[F:28])[cH:16][cH:17]2)[cH:10][cH:11]1)=[O:32].[CH3:36][CH2:37][OH:38].[ClH:35].[Na+:34].[OH-:33].[OH2:39]>>[O:3]=[C:4]([CH2:5][c:6]1[c:7]([N+:29](=[O:30])[O-:31])[cH:8][c:9](-[c:12]2[cH:13][cH:14][c:15]([C:18]([CH2:19][NH:20][S:21](=[O:22])(=[O:23])[CH:24]([CH3:25])[CH3:26])([CH3:27])[F:28])[cH:16][cH:17]2)[cH:10][cH:11]1)[OH:32]. Starting materials: CCCCCCCCO, CO, Cc1cccc(C2CC2)c1O, Cl, [K+], [OH-], Oc1cc(Cl)nnc1Cl. Product: Cc1cccc(C2CC2)c1Oc1nnc(Cl)cc1O. As a reaction SMILES: [CH2:26]([OH:27])[CH2:28][CH2:29][CH2:30][CH2:31][CH2:32][CH2:33][CH3:34].[CH3:24][OH:25].[CH:10]1([c:13]2[c:14]([OH:20])[c:15]([CH3:19])[cH:16][cH:17][cH:18]2)[CH2:11][CH2:12]1.[ClH:23].[K+:22].[OH-:21].[OH:1][c:2]1[c:3]([Cl:9])[n:4][n:5][c:6]([Cl:8])[cH:7]1>>[OH:1][c:2]1[c:3]([O:20][c:14]2[c:13]([CH:10]3[CH2:11][CH2:12]3)[cH:18][cH:17][cH:16][c:15]2[CH3:19])[n:4][n:5][c:6]([Cl:8])[cH:7]1. Starting materials: C(C)(=O)N1C(SC2=C1C=CC=C2)C2=C(C=CC=C2)O (3-acetyl-2-(2-hydroxyphenyl)benzothiazoline), ClCCCC(=O)OCC (ethyl 4-chlorobutyrate), ice water, [H-].[Na+] (sodium hydride). The solvent is CN(C)C=O (DMF), CN(C)C=O (DMF), CN(C)C=O (DMF). Run at time 20 minute. The product is C(C)(=O)N1C(SC2=C1C=CC=C2)C2=C(C=CC=C2)OCCCC(=O)OCC (3-Acetyl-2-[2-[3-(ethoxycarbonyl)propoxy]phenyl]benzothiazoline). Reaction SMILES: [H-].[Na+].[C:3]([N:6]1[C:10]2[CH:11]=[CH:12][CH:13]=[CH:14][C:9]=2[S:8][CH:7]1[C:15]1[CH:20]=[CH:19][CH:18]=[CH:17][C:16]=1[OH:21])(=[O:5])[CH3:4].Cl[CH2:23][CH2:24][CH2:25][C:26]([O:28][CH2:29][CH3:30])=[O:27]>CN(C=O)C>[C:3]([N:6]1[C:10]2[CH:11]=[CH:12][CH:13]=[CH:14][C:9]=2[S:8][CH:7]1[C:15]1[CH:20]=[CH:19][CH:18]=[CH:17][C:16]=1[O:21][CH2:23][CH2:24][CH2:25][C:26]([O:28][CH2:29][CH3:30])=[O:27])(=[O:5])[CH3:4] |f:0.1|. Procedure details: To the suspension of 1.59 g of sodium hydride in 30 ml of anhydrous DMF, the solution of 8.13 g of 3-acetyl-2-(2-hydroxyphenyl)benzothiazoline in 30 ml of anhydrous DMF is added dropwise under nitrogen atmosphere at room temperature. After the addition, the reaction mixture is stirred for 20 minutes at room temperature. To the reaction mixture, the solution of 4.95 g of ethyl 4-chlorobutyrate in 15 ml of anhydrous DMF is added and stirred for 5 hours at 70° C. After cooling to room temperature t...